Dataset: the Open Reaction Database (ORD), a public repository of structured organic reaction records. Task: describe an organic reaction: reactants, conditions, products, and yield Reactants: BrC=1C=C2C(=NC1)N(C=C2C=2N(N=CC2)CC)COC(C(C)(C)C)=O (2,2-dimethyl-propionic acid 5-bromo-3-(2-ethyl-2H-pyrazol-3-yl)-pyrrolo[2,3-b]pyridin-1-ylmethyl ester), C([O-])([O-])=O.[Na+].[Na+] (sodium carbonate), NC1=C(C(=O)N(C)C)C=C(C=C1)B1OC(C(O1)(C)C)(C)C (2-amino-N,N-dimethyl-5-(4,4,5,5-tetramethyl-[1,3,2]dioxaborolan-2-yl)-benzamide), ClCCl (dichloromethane). Run in O1CCCC1 (tetrahydrofuran), C(C)#N (acetonitrile). Yields the product NC1=C(C=C(C=C1)C=1C=C2C(=NC1)N(C=C2C=2N(N=CC2)CC)COC(C(C)(C)C)=O)C(N(C)C)=O (2,2-dimethyl-propionic acid 5-(4-amino-3-dimethylcarbamoyl-phenyl)-3-(2-ethyl-2H-pyrazol-3-yl)-pyrrolo[2,3-b]pyridin-1-ylmethyl ester). As a reaction SMILES: Br[C:2]1[CH:3]=[C:4]2[C:10]([C:11]3[N:12]([CH2:16][CH3:17])[N:13]=[CH:14][CH:15]=3)=[CH:9][N:8]([CH2:18][O:19][C:20](=[O:25])[C:21]([CH3:24])([CH3:23])[CH3:22])[C:5]2=[N:6][CH:7]=1.[NH2:26][C:27]1[CH:37]=[CH:36][C:35](B2OC(C)(C)C(C)(C)O2)=[CH:34][C:28]=1[C:29]([N:31]([CH3:33])[CH3:32])=[O:30].ClCCl.C(=O)([O-])[O-].[Na+].[Na+]>O1CCCC1.C(#N)C>[NH2:26][C:27]1[CH:37]=[CH:36][C:35]([C:2]2[CH:3]=[C:4]3[C:10]([C:11]4[N:12]([CH2:16][CH3:17])[N:13]=[CH:14][CH:15]=4)=[CH:9][N:8]([CH2:18][O:19][C:20](=[O:25])[C:21]([CH3:24])([CH3:23])[CH3:22])[C:5]3=[N:6][CH:7]=2)=[CH:34][C:28]=1[C:29](=[O:30])[N:31]([CH3:32])[CH3:33] |f:3.4.5|. Reported procedure: 2,2-dimethyl-propionic acid 5-bromo-3-(2-ethyl-2H-pyrazol-3-yl)-pyrrolo[2,3-b]pyridin-1-ylmethyl ester, 2-amino-N,N-dimethyl-5-(4,4,5,5-tetramethyl-[1,3,2]dioxaborolan-2-yl)-benzamide, [1,1′-bis(diphenylphosphino)-ferrocene]dichloro-palladium(II) complex with dichloromethane, acetonitrile, 1M aqueous sodium carbonate solution, and tetrahydrofuran were combined in a microwave vial. The tube was placed in a microwave reactor and irradiated to 120° C. for 20 minutes. The reaction mixture was concen... The reactants are CCOC(=O)CC(C=CCCCCc1ccc2c(n1)NCCCC2)c1cnc(C)nc1, CCO, [H][H]. The product is CCOC(=O)CC(CCCCCCc1ccc2c(n1)NCCCC2)c1cnc(C)nc1. Reaction SMILES: [CH2:1]([CH3:2])[O:3][C:4]([CH2:5][CH:6]([CH:7]=[CH:8][CH2:9][CH2:10][CH2:11][CH2:12][c:13]1[cH:14][cH:15][c:16]2[c:17]([n:23]1)[NH:18][CH2:19][CH2:20][CH2:21][CH2:22]2)[c:24]1[cH:25][n:26][c:27]([CH3:30])[n:28][cH:29]1)=[O:31].[CH3:34][CH2:35][OH:36].[H:32][H:33]>>[CH2:1]([CH3:2])[O:3][C:4]([CH2:5][CH:6]([CH2:7][CH2:8][CH2:9][CH2:10][CH2:11][CH2:12][c:13]1[cH:14][cH:15][c:16]2[c:17]([n:23]1)[NH:18][CH2:19][CH2:20][CH2:21][CH2:22]2)[c:24]1[cH:25][n:26][c:27]([CH3:30])[n:28][cH:29]1)=[O:31]. Reactants: COC1=CC=C(C=C1)C1=CC=C(C=C1)C(CCCC1=C(C2=CC=CC=C2C=C1)C(=O)OCC=C)=O (2-propenyl 2-[4-(4′-methoxy[1,1′-biphenyl]-4-yl)-4-oxobutly]-1-naphthalenecarboxylate), C1(=CC=CC=C1)P(C1=CC=CC=C1)C1=CC=CC=C1 (triphenylphosphine), N1CCCCC1 (piperidine). The reagents and catalysts are C=1C=CC(=CC1)[P](C=2C=CC=CC2)(C=3C=CC=CC3)[Pd]([P](C=4C=CC=CC4)(C=5C=CC=CC5)C=6C=CC=CC6)([P](C=7C=CC=CC7)(C=8C=CC=CC8)C=9C=CC=CC9)[P](C=1C=CC=CC1)(C=1C=CC=CC1)C=1C=CC=CC1 (tetrakis(triphenylphosphine)palladium). Solvent: ClCCl (dichloromethane), Cl (HCl). Run at time 30 minute. Product: COC1=CC=C(C=C1)C1=CC=C(C=C1)C(CCCC1=C(C2=CC=CC=C2C=C1)C(=O)O)=O (2-[4-(4′-methoxy[1,1′-biphenyl]-4-yl)-4-oxobutyl]-1-naphthalenecarboxylic Acid). Isolated yield 107.7%. Reaction SMILES: [CH3:1][O:2][C:3]1[CH:8]=[CH:7][C:6]([C:9]2[CH:14]=[CH:13][C:12]([C:15](=[O:35])[CH2:16][CH2:17][CH2:18][C:19]3[CH:28]=[CH:27][C:26]4[C:21](=[CH:22][CH:23]=[CH:24][CH:25]=4)[C:20]=3[C:29]([O:31]CC=C)=[O:30])=[CH:11][CH:10]=2)=[CH:5][CH:4]=1.C1(P(C2C=CC=CC=2)C2C=CC=CC=2)C=CC=CC=1.N1CCCCC1>ClCCl.Cl.C1C=CC([P]([Pd]([P](C2C=CC=CC=2)(C2C=CC=CC=2)C2C=CC=CC=2)([P](C2C=CC=CC=2)(C2C=CC=CC=2)C2C=CC=CC=2)[P](C2C=CC=CC=2)(C2C=CC=CC=2)C2C=CC=CC=2)(C2C=CC=CC=2)C2C=CC=CC=2)=CC=1>[CH3:1][O:2][C:3]1[CH:8]=[CH:7][C:6]([C:9]2[CH:10]=[CH:11][C:12]([C:15](=[O:35])[CH2:16][CH2:17][CH2:18][C:19]3[CH:28]=[CH:27][C:26]4[C:21](=[CH:22][CH:23]=[CH:24][CH:25]=4)[C:20]=3[C:29]([OH:31])=[O:30])=[CH:13][CH:14]=2)=[CH:5][CH:4]=1 |^1:68,70,89,108|. Reported procedure: A solution of Example 11F (200 mg, 0.431 mmol) in dichloromethane (5 mL) at room temperature was treated with tetrakis(triphenylphosphine)palladium (43 mg, 0.0375 mmol), triphenylphosphine (19.6 mg, 0.075 mmol), piperidine (0.0447 mL, 0.452 mmol), and allowed to stir at room temperature for 30 minutes. The reaction mixture was diluted with 0.5 N HCl, and extracted with dichloromethane. The organic layer was dried (Na2SO4), filtered, concentrated, and purified on silica gel with 10% methanol/CH2C... Starting materials: FCCBr, O=C([O-])[O-], CN1CCCC1=O, [Cs+], [Cs+], O=c1cc(-c2ccccc2)c2ccc(OC3CCCCO3)c(O)c2o1. Yields the product O=c1cc(-c2ccccc2)c2ccc(OC3CCCCO3)c(OCCF)c2o1. RXN SMILES: [Br:26][CH2:27][CH2:28][F:29].[C:30](=[O:31])([O-:32])[O-:33].[CH3:36][N:37]1[CH2:38][CH2:39][CH2:40][C:41]1=[O:42].[Cs+:34].[Cs+:35].[OH:1][c:2]1[c:3]([O:19][CH:20]2[O:21][CH2:22][CH2:23][CH2:24][CH2:25]2)[cH:4][cH:5][c:6]2[c:7](-[c:13]3[cH:14][cH:15][cH:16][cH:17][cH:18]3)[cH:8][c:9](=[O:12])[o:10][c:11]12>>[O:1]([c:2]1[c:3]([O:19][CH:20]2[O:21][CH2:22][CH2:23][CH2:24][CH2:25]2)[cH:4][cH:5][c:6]2[c:7](-[c:13]3[cH:14][cH:15][cH:16][cH:17][cH:18]3)[cH:8][c:9](=[O:12])[o:10][c:11]12)[CH2:27][CH2:28][F:29]. Procedure details: Following general procedure II, (S)-tert-butyl 1-{5-[6-chloro-3-(cyclopropanecarbonyl)-1,5-naphthyridin-4-ylamino]pyridin-2-yl}piperidin-3-ylcarbamate (98 mg, 0.19 mmol) was reacted with 2,6-dichloro-4-(4,4,5,5-tetramethyl-1,3,2-dioxaborolan-2-yl)phenol (87 mg, 0.30 mmol) to afford the desired product (73 mg, 60%) as a red-brown solid: 1H NMR (500 MHz, CDCl3) δ 11.55 (br s, 1H), 9.29 (s, 1H), 8.25 (d, J=8.8 Hz, 1H), 8.03 (d, J=2.7 Hz, 1H), 7.92 (d, J=8.8 Hz, 1H), 7.46 (s, 2H), 7.32 (dd, J=9.0, 2... RXN SMILES: Cl[C:2]1[N:3]=[C:4]2[C:9](=[CH:10][CH:11]=1)[N:8]=[CH:7][C:6]([C:12]([CH:14]1[CH2:16][CH2:15]1)=[O:13])=[C:5]2[NH:17][C:18]1[CH:19]=[CH:20][C:21]([N:24]2[CH2:29][CH2:28][CH2:27][C@H:26]([NH:30][C:31](=[O:37])[O:32][C:33]([CH3:36])([CH3:35])[CH3:34])[CH2:25]2)=[N:22][CH:23]=1.[Cl:38][C:39]1[CH:44]=[C:43](B2OC(C)(C)C(C)(C)O2)[CH:42]=[C:41]([Cl:54])[C:40]=1[OH:55]>>[CH:14]1([C:12]([C:6]2[CH:7]=[N:8][C:9]3[C:4]([C:5]=2[NH:17][C:18]2[CH:19]=[CH:20][C:21]([N:24]4[CH2:29][CH2:28][CH2:27][C@H:26]([NH:30][C:31](=[O:37])[O:32][C:33]([CH3:34])([CH3:35])[CH3:36])[CH2:25]4)=[N:22][CH:23]=2)=[N:3][C:2]([C:43]2[CH:44]=[C:39]([Cl:38])[C:40]([OH:55])=[C:41]([Cl:54])[CH:42]=2)=[CH:11][CH:10]=3)=[O:13])[CH2:16][CH2:15]1. The yield is 59.1%. Yields the product C1(CC1)C(=O)C=1C=NC2=CC=C(N=C2C1NC=1C=CC(=NC1)N1C[C@H](CCC1)NC(OC(C)(C)C)=O)C1=CC(=C(C(=C1)Cl)O)Cl ((S)-tert-Butyl 1-{5-[3-(cyclopropanecarbonyl)-6-(3,5-dichloro-4-hydroxyphenyl)-1,5-naphthyridin-4-ylamino]pyridin-2-yl}piperidin-3-ylcarbamate). The reactants are ClC=1N=C2C(=C(C=NC2=CC1)C(=O)C1CC1)NC=1C=CC(=NC1)N1C[C@H](CCC1)NC(OC(C)(C)C)=O ((S)-tert-butyl 1-{5-[6-chloro-3-(cyclopropanecarbonyl)-1,5-naphthyridin-4-ylamino]pyridin-2-yl}piperidin-3-ylcarbamate), ClC1=C(C(=CC(=C1)B1OC(C(O1)(C)C)(C)C)Cl)O (2,6-dichloro-4-(4,4,5,5-tetramethyl-1,3,2-dioxaborolan-2-yl)phenol). The reactants are Cl (HCl), C1(CC1)COC1=C(C=CC=C1OC)/C=C/C=1N=C2SC=CN2C1C(=O)OCC (Ethyl 6-{(E)-2-[2-(cyclopropylmethoxy)-3-methoxyphenyl]vinyl}imidazo[2,1-b][1,3]thiazole-5-carboxylate), intermediate, O[Li].O (LiOH.H2O). Run in C1CCOC1 (THF), O (water). Conditions: time 2 hour. Product: C1(CC1)COC1=C(C=CC=C1OC)/C=C/C=1N=C2SC=CN2C1C(=O)O (6-{(E)-2-[2-(Cyclopropylmethoxy)-3-methoxyphenyl]vinyl}imidazo[2,1-b][1,3]thiazole-5-carboxylic acid). Reaction SMILES: [CH:1]1([CH2:4][O:5][C:6]2[C:11]([O:12][CH3:13])=[CH:10][CH:9]=[CH:8][C:7]=2/[CH:14]=[CH:15]/[C:16]2[N:17]=[C:18]3[N:22]([C:23]=2[C:24]([O:26]CC)=[O:25])[CH:21]=[CH:20][S:19]3)[CH2:3][CH2:2]1.O[Li].O.Cl>C1COCC1.O>[CH:1]1([CH2:4][O:5][C:6]2[C:11]([O:12][CH3:13])=[CH:10][CH:9]=[CH:8][C:7]=2/[CH:14]=[CH:15]/[C:16]2[N:17]=[C:18]3[N:22]([C:23]=2[C:24]([OH:26])=[O:25])[CH:21]=[CH:20][S:19]3)[CH2:3][CH2:2]1 |f:1.2|. Procedure: To a stirred solution of Step 4 intermediate (495 mg, 1.242 mmol) in THF (10 ml) was added LiOH.H2O (105 mg, 2.484 mmol) dissolved in water (10 ml). The mixture was stirred for 2 h at room temperature. Solvent was evaporated under reduced pressure and the residue obtained was acidified with 1 N HCl to pH 4 and extracted with ethyl acetate (2×100 mL). The combined ethyl acetate extracts were washed with water (2×25 mL) and dried (Na2SO4). Evaporation of solvent under reduced pressure afforded 0.3... Reactants: C1CCOC1, CO, CCOC(C)=O, COC(=O)C1CCOc2cc(Oc3ccc(C(=O)NCCc4ccc(Cl)cc4)cc3[N+](=O)[O-])c(Cl)cc21, Cl, [Na+], [OH-], O. RXN SMILES: [CH2:43]1[O:44][CH2:45][CH2:46][CH2:47]1.[CH3:41][OH:42].[CH3:48][CH2:49][O:50][C:51](=[O:52])[CH3:53].[Cl:1][c:2]1[cH:3][cH:4][c:5]([CH2:6][CH2:7][NH:8][C:9](=[O:10])[c:11]2[cH:12][c:13]([N+:33](=[O:34])[O-:35])[c:14]([O:15][c:16]3[c:17]([Cl:30])[cH:18][c:19]4[c:24]([cH:25]3)[O:23][CH2:22][CH2:21][CH:20]4[C:26](=[O:27])[O:28][CH3:29])[cH:31][cH:32]2)[cH:36][cH:37]1.[ClH:54].[Na+:39].[OH-:38].[OH2:40]>>[Cl:1][c:2]1[cH:3][cH:4][c:5]([CH2:6][CH2:7][NH:8][C:9](=[O:10])[c:11]2[cH:12][c:13]([N+:33](=[O:34])[O-:35])[c:14]([O:15][c:16]3[c:17]([Cl:30])[cH:18][c:19]4[c:24]([cH:25]3)[O:23][CH2:22][CH2:21][CH:20]4[C:26](=[O:27])[OH:28])[cH:31][cH:32]2)[cH:36][cH:37]1. The product is O=C(NCCc1ccc(Cl)cc1)c1ccc(Oc2cc3c(cc2Cl)C(C(=O)O)CCO3)c([N+](=O)[O-])c1.